From a dataset of the Open Reaction Database (ORD), a public repository of structured organic reaction records. describe an organic reaction: reactants, conditions, products, and yield The reactants are BrC=1C(=C(C(=C(C1)S(=O)(=O)Cl)F)F)F (5-bromo-2,3,4-trifluorophenylsulfonyl chloride), and2-bromo-3,4,5-trifluorophenylsulfonyl chloride, OC=1C=C(N)C=CC1OC (3-hydroxy4-methoxyaniline). The product is BrC1=C(C(=C(C(=C1)S(=O)(=O)NC1=CC(=C(C=C1)OC)O)F)F)F (1-Bromo-2,3,4-trifluoro-5-[(3-hydroxy-4-methoxyphenyl)amino-sulfonyl]benzene). RXN SMILES: [Br:1][C:2]1[C:3]([F:14])=[C:4]([F:13])[C:5]([F:12])=[C:6]([S:8](Cl)(=[O:10])=[O:9])[CH:7]=1.[OH:15][C:16]1[CH:17]=[C:18]([CH:20]=[CH:21][C:22]=1[O:23][CH3:24])[NH2:19]>>[Br:1][C:2]1[CH:7]=[C:6]([S:8]([NH:19][C:18]2[CH:20]=[CH:21][C:22]([O:23][CH3:24])=[C:16]([OH:15])[CH:17]=2)(=[O:10])=[O:9])[C:5]([F:12])=[C:4]([F:13])[C:3]=1[F:14]. Procedure: 1-Bromo-2,3,4-trifluoro-5-[(3-hydroxy-4-methoxyphenyl)amino-sulfonyl]benzene and 1-Bromo-4,5,6-trifluoro-2-[(3-hydroxy-4-methoxyphenyl)amino-sulfonyl]benzne were prepared in a manner similar to that described above, beginning with a mixture of 5-bromo-2,3,4-trifluorophenylsulfonyl chloride (Example B) and2-bromo-3,4,5-trifluorophenylsulfonyl chloride (Example C) and 3-hydroxy4-methoxyaniline. The two isomeric compounds were separated by column chromatography (silica gel; ethyl acetate:hexanes, 1... Reactants: C(=O)(OCC1=CC=CC=C1)NCCC1=CC(O)=C(O)C=C1 (N-carbobenzoxydopamine), C(C(C)(C)C)(=O)Cl (pivaloyl chloride), C([O-])([O-])=O.[Na+].[Na+] (sodium carbonate). Run in N1=CC=CC=C1 (pyridine). Run at time 12 hour. Yields the product C(C(C)(C)C)(=O)OC=1C=C(CCNC(=O)OCC2=CC=CC=C2)C=CC1OC(C(C)(C)C)=O (3,4-di-O-pivaloyl-N-carbobenzoxydopamine). The yield is 80.1%. RXN SMILES: [C:1]([NH:11][CH2:12][CH2:13][C:14]1[CH:21]=[CH:20][C:18]([OH:19])=[C:16]([OH:17])[CH:15]=1)([O:3][CH2:4][C:5]1[CH:10]=[CH:9][CH:8]=[CH:7][CH:6]=1)=[O:2].[C:22](Cl)(=[O:27])[C:23]([CH3:26])([CH3:25])[CH3:24].[C:29](=[O:32])([O-])[O-].[Na+].[Na+]>N1C=CC=CC=1>[C:22]([O:17][C:16]1[CH:15]=[C:14]([CH:21]=[CH:20][C:18]=1[O:19][C:29](=[O:32])[C:5]([CH3:10])([CH3:6])[CH3:4])[CH2:13][CH2:12][NH:11][C:1]([O:3][CH2:4][C:5]1[CH:6]=[CH:7][CH:8]=[CH:9][CH:10]=1)=[O:2])(=[O:27])[C:23]([CH3:26])([CH3:25])[CH3:24] |f:2.3.4|. Reported procedure: To 150 ml of a pyridine solution containing 23.0 g (98 mmol) of N-carbobenzoxydopamine obtained in Synthetic Example 1-(1), was added 24.1 g (200 mmol) of pivaloyl chloride dropwise at 5° to 10° C. After stirring at room temperature for 12 hours, the mixture was allowed to react at 35° to 40° C. for 3 hours. Further, the reaction mixture was poured into ice and a sodium carbonate solution and the stirring was continued at room temperature for 30 minutes. After extracting with diethyl ether and d...